Dataset: the Open Reaction Database (ORD), a public repository of structured organic reaction records. Task: describe an organic reaction: reactants, conditions, products, and yield The reactants are C(C)(C)(C)OC(N[C@@H]1C(NCC1)=O)=O ((2-oxopyrrolidin-3-(S)-yl)-carbamic acid tert-butyl ester), BrCC=1C=C2C=CC(=NC2=CC1)Cl (6-bromomethyl-2-chloro-quinoline). Product: C(C)(C)(C)OC(N[C@@H]1C(N(CC1)CC=1C=C2C=CC(=NC2=CC1)Cl)=O)=O ([1-(2-Chloro-quinolin-6-ylmethyl)-2-oxopyrrolidin-3-(S)-yl]-carbamic acid tert-butyl ester). RXN SMILES: [C:1]([O:5][C:6](=[O:14])[NH:7][C@H:8]1[CH2:12][CH2:11][NH:10][C:9]1=[O:13])([CH3:4])([CH3:3])[CH3:2].Br[CH2:16][C:17]1[CH:18]=[C:19]2[C:24](=[CH:25][CH:26]=1)[N:23]=[C:22]([Cl:27])[CH:21]=[CH:20]2>>[C:1]([O:5][C:6](=[O:14])[NH:7][C@H:8]1[CH2:12][CH2:11][N:10]([CH2:16][C:17]2[CH:18]=[C:19]3[C:24](=[CH:25][CH:26]=2)[N:23]=[C:22]([Cl:27])[CH:21]=[CH:20]3)[C:9]1=[O:13])([CH3:4])([CH3:2])[CH3:3]. Reported procedure: The title compound is prepared from (2-oxopyrrolidin-3-(S)-yl)-carbamic acid tert-butyl ester as described in EXAMPLE 1, Part H using 6-bromomethyl-2-chloro-quinoline in place of 7-bromomethyl-1-chloroisoquinoline. The crude product is purified by column chromatography eluting with a gradient of 2% MeOH/CH2Cl2 to 4% MeOH/CH2Cl2 to afford the title compound as a beige solid. The reactants are C1=CC(=CC=C1N)NC2=CC=C(C=C2)N (4,4′-diaminodiphenylamine), N=1N=CN(C1)C1=CC=C(C(=O)O)C=C1 (4-(4H-1,2,4-triazol-4-yl)benzoic acid). Product: N(C1=CC=C(C=C1)NC(C1=CC=C(C=C1)N1C=NN=C1)=O)C1=CC=C(C=C1)NC(C1=CC=C(C=C1)N1C=NN=C1)=O (N,N′-(Azanediylbis(4,1-phenylene))bis(4-(4H-1,2,4-triazol-4-yl)benzamide)). As a reaction SMILES: [CH:1]1[C:6]([NH2:7])=[CH:5][CH:4]=[C:3]([NH:8][C:9]2[CH:14]=[CH:13][C:12]([NH2:15])=[CH:11][CH:10]=2)[CH:2]=1.[N:16]1[N:17]=[CH:18][N:19]([C:21]2[CH:29]=[CH:28][C:24]([C:25](O)=[O:26])=[CH:23][CH:22]=2)[CH:20]=1>>[NH:8]([C:3]1[CH:2]=[CH:1][C:6]([NH:7][C:25](=[O:26])[C:24]2[CH:28]=[CH:29][C:21]([N:19]3[CH:18]=[N:17][N:16]=[CH:20]3)=[CH:22][CH:23]=2)=[CH:5][CH:4]=1)[C:9]1[CH:14]=[CH:13][C:12]([NH:15][C:25](=[O:26])[C:24]2[CH:23]=[CH:22][C:21]([N:19]3[CH:20]=[N:16][N:17]=[CH:18]3)=[CH:29][CH:28]=2)=[CH:11][CH:10]=1. Reported procedure: Compound 747 was prepared according to the procedure described in Scheme IV from 4,4′-diaminodiphenylamine and 4-(4H-1,2,4-triazol-4-yl)benzoic acid. [M+H]+ calcd for C30H23N9O2: 542.20; found 541.99. Starting materials: FC=1C=C(C=O)C=CC1C=1SC2=NC(=CC=C2N1)C1(CC1)C1=CC=CC=C1 (3-fluoro-4-(5-(1-phenylcyclopropyl)thiazolo[5,4-b]pyridin-2-yl)benzaldehyde), Cl.C(C)(C)(C)OC([C@@H](N)C)=O (L-alanine tert-butyl ester hydrochloride). Yields the product FC=1C=C(CN[C@H](C(=O)OC(C)(C)C)C)C=CC1C=1SC2=NC(=CC=C2N1)C1(CC1)C1=CC=CC=C1 ((S)-tert-butyl 2-(3-fluoro-4-(5-(1-phenylcyclopropyl)thiazolo[5,4-b]pyridin-2-yl)benzylamino)propanoate). As a reaction SMILES: [F:1][C:2]1[CH:3]=[C:4]([CH:7]=[CH:8][C:9]=1[C:10]1[S:11][C:12]2[C:17]([N:18]=1)=[CH:16][CH:15]=[C:14]([C:19]1([C:22]3[CH:27]=[CH:26][CH:25]=[CH:24][CH:23]=3)[CH2:21][CH2:20]1)[N:13]=2)[CH:5]=O.Cl.[C:29]([O:33][C:34](=[O:38])[C@H:35]([CH3:37])[NH2:36])([CH3:32])([CH3:31])[CH3:30]>>[F:1][C:2]1[CH:3]=[C:4]([CH:7]=[CH:8][C:9]=1[C:10]1[S:11][C:12]2[C:17]([N:18]=1)=[CH:16][CH:15]=[C:14]([C:19]1([C:22]3[CH:23]=[CH:24][CH:25]=[CH:26][CH:27]=3)[CH2:20][CH2:21]1)[N:13]=2)[CH2:5][NH:36][C@@H:35]([CH3:37])[C:34]([O:33][C:29]([CH3:32])([CH3:31])[CH3:30])=[O:38] |f:1.2|. Reported procedure: Reaction of 3-fluoro-4-(5-(1-phenylcyclopropyl)thiazolo[5,4-b]pyridin-2-yl)benzaldehyde (105.5 mg, 0.282 mmol) and L-alanine tert-butyl ester hydrochloride (51.2 mg, 0.282 mmol) according to Reference R and the general procedure for reductive amination to give (S)-tert-butyl 2-(3-fluoro-4-(5-(1-phenylcyclopropyl)thiazolo[5,4-b]pyridin-2-yl)benzylamino)propanoate as a yellow-orange solid. MS (ESI) m/z: Calculated: 503.2; Observed: 503.8 (M++1). Reactants: ClC1=C(C=C(C=C1C)B1OC(C(O1)(C)C)(C)C)C (2-chloro-1,3-dimethyl-5-(4,4,5,5-tetramethyl-[1,3,2]dioxaborolan-2-yl)-benzene), BrC1=NC=C(C=C1)C (2-bromo-5-methyl-pyridine), Intermediate 56. The product is ClC1=C(C=C(C=C1C)C1=NC=C(C=C1)C)C (2-(4-Chloro-3,5-dimethyl-phenyl)-5-methyl-pyridine). RXN SMILES: [Cl:1][C:2]1[C:7]([CH3:8])=[CH:6][C:5](B2OC(C)(C)C(C)(C)O2)=[CH:4][C:3]=1[CH3:18].Br[C:20]1[CH:25]=[CH:24][C:23]([CH3:26])=[CH:22][N:21]=1>>[Cl:1][C:2]1[C:3]([CH3:18])=[CH:4][C:5]([C:20]2[CH:25]=[CH:24][C:23]([CH3:26])=[CH:22][N:21]=2)=[CH:6][C:7]=1[CH3:8]. Procedure details: The title compound is prepared from 2-chloro-1,3-dimethyl-5-(4,4,5,5-tetramethyl-[1,3,2]dioxaborolan-2-yl)-benzene and 2-bromo-5-methyl-pyridine following a procedure analogous to that described in Step 1 of Intermediate 56. LC (method 7): tR=0.90 min; Mass spectrum (ESI+): m/z=232/234 (Cl) [M+H]+. The reactants are Cl.Cl.ClC=1C=C(C=CC1)N1CCNCC1 (1-(3-chlorophenyl)piperazine dihydrochloride), O.Cl.Cl.C1(OCCC2=CC=CC=C12)CCN1CCN(CC1)C1=C(C=CC=C1)OC (1-[2-(Isochroman-1-yl)ethyl]-4-(2-methoxyphenyl)piperazine dihydrochloride monohydrate), O.Cl.Cl.C1(OCCC2=CC=CC=C12)CCN1CCN(CC1)C1=C(C=CC=C1)OC (1-[2-(Isochroman-1-yl)ethyl]-4-(2-methoxyphenyl)piperazine dihydrochloride monohydrate). The product is Cl.Cl.ClC=1C=C(C=CC1)N1CCN(CC1)CCC1OCCC2=CC=CC=C12 (1-(3-Chlorophenyl)-4-[2-(isochroman-1-yl)ethyl]piperazine dihydrochloride). Reaction SMILES: [ClH:1].Cl.[Cl:3][C:4]1[CH:5]=[C:6]([N:10]2[CH2:15][CH2:14][NH:13][CH2:12][CH2:11]2)[CH:7]=[CH:8][CH:9]=1.O.Cl.Cl.[CH:19]1([CH2:29][CH2:30]N2CCN(C3C=CC=CC=3OC)CC2)[C:28]2[C:23](=[CH:24][CH:25]=[CH:26][CH:27]=2)[CH2:22][CH2:21][O:20]1>>[ClH:3].[ClH:1].[Cl:3][C:4]1[CH:5]=[C:6]([N:10]2[CH2:15][CH2:14][N:13]([CH2:30][CH2:29][CH:19]3[C:28]4[C:23](=[CH:24][CH:25]=[CH:26][CH:27]=4)[CH2:22][CH2:21][O:20]3)[CH2:12][CH2:11]2)[CH:7]=[CH:8][CH:9]=1 |f:0.1.2,3.4.5.6,7.8.9|. Procedure: Following the general procedure of EXAMPLE 1 and making non-critical variations but using 1-(3-chlorophenyl)piperazine dihydrochloride (XI, 0.5169 g (1.92 mmol) in place of 1-(2-chlorophenyl)piperazine dihydrochloride (XI), the title compound is obtained, mp 176.75-179°; MS (m/z) 356; IR (mineral oil) 2269, 2295, 2166, 2130, 2200 and 1449 cm-1. Starting materials: COC=1C(=C2CCC(C2=CC1)=O)C (5-Methoxy-4-methyl-1-indanone), B(Br)(Br)Br (BBr3). The solvent is C(Cl)Cl (DCM), C(Cl)Cl (DCM). Conditions: temperature -78 celsius, time 1 hour. Yields the product OC=1C(=C2CCC(C2=CC1)=O)C (5-hydroxy-4-methyl-1-indanone). The yield is 67.9%. As a reaction SMILES: B(Br)(Br)Br.C[O:6][C:7]1[C:8]([CH3:17])=[C:9]2[C:13](=[CH:14][CH:15]=1)[C:12](=[O:16])[CH2:11][CH2:10]2>C(Cl)Cl>[OH:6][C:7]1[C:8]([CH3:17])=[C:9]2[C:13](=[CH:14][CH:15]=1)[C:12](=[O:16])[CH2:11][CH2:10]2. Procedure details: Add dropwise a solution of BBr3 (14.8 g, 59.1 mmol) dissolved in DCM (50 ml) to a solution of 5-Methoxy-4-methyl-1-indanone (Tetrahedron (1970), 26(11), 2599-608) (4.17 g, 23.6 mmol) dissolved in DCM (50 ml) and cooled to −78° C. under nitrogen. After stirring at −78° C. for one hour, remove the cold bath and stir at ambient temperature overnight. Cool the reaction mixture to −78° C. and quench with saturated aqueous NaHCO3. Dilute mixture with water and extract with EtOAc (2×). Wash extracts wi... Starting materials: O (water), BrCC1=CC(=CC(=C1)CBr)CBr (1,3,5-trisbromomethyl benzene), F[B-](F)(F)F.O=[N+]=O (nitronium tetrafluoroborate). Run in CC#N (CH3CN), CC#N (CH3CN). Conditions: time 20 minute. Product: BrCC1=C(C(=CC(=C1)CBr)CBr)[N+](=O)[O-] (2,4,6-Tris(bromomethyl)nitrobenzene). Yield: 86.4%. RXN SMILES: [Br:1][CH2:2][C:3]1[CH:8]=[C:7]([CH2:9][Br:10])[CH:6]=[C:5]([CH2:11][Br:12])[CH:4]=1.F[B-](F)(F)F.[O:18]=[N+:19]=[O:20].O>CC#N>[Br:1][CH2:2][C:3]1[CH:4]=[C:5]([CH2:11][Br:12])[CH:6]=[C:7]([CH2:9][Br:10])[C:8]=1[N+:19]([O-:20])=[O:18] |f:1.2|. Procedure: To a solution of 5 g (0.014 mole) of the tribromide 8 in 100 ml of CH3CN was added, at room temperature and under argon atmosphere, in a dropwise fashion 3.72 g (0.028 mole) of nitronium tetrafluoroborate in 200 ml of CH3CN. The solution was then stirred for 20 minutes longer, poured into water and the mixture extracted with CH2Cl2. The CH2Cl2 extracts were washed with 10% NaHCO3, dried (Na2SO4) and solvents removed to afford 4.86 g (86%) of the desired nitro compound 27: NMR (CDCl3) 4.5 (s,6,--... Starting materials: CCCC(Br)c1ccc(C(=O)OC)cc1, CN(C)C=O, [H-], O=[N+]([O-])c1cc[nH]n1, [Na+]. Yields the product CCCC(c1ccc(C(=O)OC)cc1)n1ccc([N+](=O)[O-])n1. RXN SMILES: [CH3:11][O:12][C:13]([c:14]1[cH:15][cH:16][c:17]([CH:20]([CH2:21][CH2:22][CH3:23])[Br:24])[cH:18][cH:19]1)=[O:25].[CH3:26][N:27]([CH3:28])[CH:29]=[O:30].[H-:9].[N+:1](=[O:2])([O-:3])[c:4]1[n:5][nH:6][cH:7][cH:8]1.[Na+:10]>>[N+:1](=[O:2])([O-:3])[c:4]1[n:5][n:6]([CH:20]([c:17]2[cH:16][cH:15][c:14]([C:13]([O:12][CH3:11])=[O:25])[cH:19][cH:18]2)[CH2:21][CH2:22][CH3:23])[cH:7][cH:8]1.